Dataset: the Open Reaction Database (ORD), a public repository of structured organic reaction records. Task: describe an organic reaction: reactants, conditions, products, and yield Starting materials: COC1=C(CC2NCCC3=CC(=C(C=C23)OC)OC)C=CC(=C1OC)OC (1-(2,3,4-Trimethoxy-benzyl)-6,7-dimethoxy-1,2,3,4-tetrahydroisoquinoline), BrCC(=O)Br (2-bromoacetyl bromide), C(C)OC1=C(CN)C=CC=C1 (2-ethoxy-benzyl-amine). The product is COC1=C(CC2N(CCC3=CC(=C(C=C23)OC)OC)CC(=O)NCC2=C(C=CC=C2)OCC)C=CC(=C1OC)OC (2-[1-(2,3,4-Trimethoxy-benzyl)-6,7-dimethoxy-3,4-dihydro-1H-isoquinolin-2-yl]-N-(2-ethoxy-benzyl)-acetamide). As a reaction SMILES: [CH3:1][O:2][C:3]1[C:23]([O:24][CH3:25])=[C:22]([O:26][CH3:27])[CH:21]=[CH:20][C:4]=1[CH2:5][CH:6]1[C:15]2[C:10](=[CH:11][C:12]([O:18][CH3:19])=[C:13]([O:16][CH3:17])[CH:14]=2)[CH2:9][CH2:8][NH:7]1.Br[CH2:29][C:30](Br)=[O:31].[CH2:33]([O:35][C:36]1[CH:43]=[CH:42][CH:41]=[CH:40][C:37]=1[CH2:38][NH2:39])[CH3:34]>>[CH3:1][O:2][C:3]1[C:23]([O:24][CH3:25])=[C:22]([O:26][CH3:27])[CH:21]=[CH:20][C:4]=1[CH2:5][CH:6]1[C:15]2[C:10](=[CH:11][C:12]([O:18][CH3:19])=[C:13]([O:16][CH3:17])[CH:14]=2)[CH2:9][CH2:8][N:7]1[CH2:29][C:30]([NH:39][CH2:38][C:37]1[CH:40]=[CH:41][CH:42]=[CH:43][C:36]=1[O:35][CH2:33][CH3:34])=[O:31]. Procedure details: prepared by reaction of 1-(2,3,4-Trimethoxy-benzyl)-6,7-dimethoxy-1,2,3,4-tetrahydroisoquinoline and 2-bromoacetyl bromide with 2-ethoxy-benzyl-amine The reactants are NC1=CC=C(C(=O)OCCCCCCCCCC)C=C1 (decyl p-aminobenzoate), N1=C(Cl)N=C(Cl)N=C1Cl (cyanuric chloride), Cl (hydrogen chloride). Run in C=1(C(=CC=CC1)C)C (xylene). Conditions: temperature 90 celsius. Yields the product C(CCCCCCCCC)OC(=O)C1=CC=C(NN2CN(CN(C2)NC2=CC=C(C=C2)C(=O)OCCCCCCCCCC)NC2=CC=C(C=C2)C(=O)OCCCCCCCCCC)C=C1 (1,3,5-Tris-(p-(dec-1-yloxycarbonyl)-anilino)-s-triazine). As a reaction SMILES: [NH2:1][C:2]1[CH:20]=[CH:19][C:5]([C:6]([O:8][CH2:9][CH2:10][CH2:11][CH2:12][CH2:13][CH2:14][CH2:15][CH2:16][CH2:17][CH3:18])=[O:7])=[CH:4][CH:3]=1.[N:21]1[C:28](Cl)=[N:27][C:25](Cl)=[N:24][C:22]=1Cl.Cl>C1(C)C(C)=CC=CC=1>[CH2:9]([O:8][C:6]([C:5]1[CH:4]=[CH:3][C:2]([NH:1][N:21]2[CH2:28][N:27]([NH:1][C:2]3[CH:20]=[CH:19][C:5]([C:6]([O:8][CH2:9][CH2:10][CH2:11][CH2:12][CH2:13][CH2:14][CH2:15][CH2:16][CH2:17][CH3:18])=[O:7])=[CH:4][CH:3]=3)[CH2:25][N:24]([NH:1][C:2]3[CH:3]=[CH:4][C:5]([C:6]([O:8][CH2:9][CH2:10][CH2:11][CH2:12][CH2:13][CH2:14][CH2:15][CH2:16][CH2:17][CH3:18])=[O:7])=[CH:19][CH:20]=3)[CH2:22]2)=[CH:20][CH:19]=1)=[O:7])[CH2:10][CH2:11][CH2:12][CH2:13][CH2:14][CH2:15][CH2:16][CH2:17][CH3:18]. Procedure: 83 g of decyl p-aminobenzoate and 18.5 g of cyanuric chloride in 1,000 ml of xylene were heated at 140° C. for 8 hours. After the evolution of hydrogen chloride was complete, the reaction solution was cooled to 90° C., washed twice with saturated sodium bicarbonate solution and once with water, and then cooled to room temperature. The white crystals precipitated were filtered off under suction and dried. Reactants: [H-].[Na+] (Sodium hydride), CN(C=O)C (dimethylformamide), three, CC(CCCC(C)O)C (6-methylheptan-2-ol). Solvent: O (water), O (water). Conditions: time 90 minute. Product: CC(CCCC(C)C)OCCCCC1OCCO1 (2-{4-[(1,5-dimethylhexyl) oxy]butyl}-1,3-dioxolane). Isolated yield 19.0%. Reaction SMILES: [H-].[Na+].CN(C)[CH:5]=[O:6].[CH3:8][CH:9]([CH3:16])[CH2:10][CH2:11][CH2:12][CH:13]([OH:15])[CH3:14]>O>[CH3:14][CH:13]([O:15][CH2:8][CH2:9][CH2:10][CH2:11][CH:5]1[O:6][CH2:12][CH2:13][O:15]1)[CH2:12][CH2:11][CH2:10][CH:9]([CH3:16])[CH3:8] |f:0.1|. Procedure details: Sodium hydride (60% dispersion in mineral oil, 0.83 g, 20 mmol) and dimethylformamide (70 mL) were charged to a 250 mL three necked flask fitted with thermocouple, magnetic stirrer, condenser and dropping funnel. To the reaction mixture was added dropwise over 10 minutes 6-methylheptan-2-ol (2.77 g, 21 mmol). The reaction mixture was stirred at room temperature for 90 minutes then water (10 mL) was added. The reaction mixture was poured into water (100 mL), extracted with methyltert-butyl ether ... The reactants are O1CCN(CC1)CCC(C)(O)C1=C(C=CC=C1)C1=CC=CC=C1 (1-morpholino-3-p-biphenylylbutan-3-ol), C1(=CC=CC=C1)S(=O)(=O)O (benzenesulfonic acid). Solvent: C1=CC=CC=C1 (benzene). Conditions: time 24 hour. Product: O1CCN(CC1)CC=C(C)C1=C(C=CC=C1)C1=CC=CC=C1 (1-morpholino-3-p-biphenylyl-2-butene). As a reaction SMILES: [O:1]1[CH2:6][CH2:5][N:4]([CH2:7][CH2:8][C:9]([C:12]2[CH:17]=[CH:16][CH:15]=[CH:14][C:13]=2[C:18]2[CH:23]=[CH:22][CH:21]=[CH:20][CH:19]=2)(O)[CH3:10])[CH2:3][CH2:2]1.C1(S(O)(=O)=O)C=CC=CC=1>C1C=CC=CC=1>[O:1]1[CH2:6][CH2:5][N:4]([CH2:7][CH:8]=[C:9]([C:12]2[CH:17]=[CH:16][CH:15]=[CH:14][C:13]=2[C:18]2[CH:23]=[CH:22][CH:21]=[CH:20][CH:19]=2)[CH3:10])[CH2:3][CH2:2]1. Procedure: A mixture of 3.1 g of 1-morpholino-3-p-biphenylylbutan-3-ol, 0.1 g of benzenesulfonic acid and 80 ml of benzene is boiled for 24 hours under a water separator. After working up in the customary manner, 1-morpholino-3-p-biphenylyl-2-butene is obtained. Reported procedure: To a stirred solution of 6-hydroxy-7-methoxy-1-(3-ethoxy-benzyl)-isoquinoline-4-carbaldehyde (60 mg, 0.17 mmol) in N,N-dimethylformamide (2 mL) was added potassium carbonate (235 mg, 1.70 mmol) and 2-iodopropane (0.085 mL, 0.85 mmol) at room temperature. The reaction mixture was heated 85° C. for 2 hrs. The solvent was evaporated and the residue was purified on a flash chromatography (Merck Silica gel 60, 70–230 mesh, 50% ethyl acetate/hexane) to afford product 1-(3-ethoxy-benzyl)-6-isopropoxy-7... RXN SMILES: [CH2:1]([O:3][C:4]1[CH:5]=[C:6]([CH:26]=[CH:27][CH:28]=1)[CH2:7][C:8]1[C:17]2[C:12](=[CH:13][C:14]([O:20][CH:21]([CH3:23])[CH3:22])=[C:15]([O:18][CH3:19])[CH:16]=2)[C:11]([CH:24]=[O:25])=[CH:10][N:9]=1)[CH3:2].[Se](=O)=[O:30].C(OCC)(=O)C.CCCCCC>C(O)(=O)C>[CH2:1]([O:3][C:4]1[CH:5]=[C:6]([CH:26]=[CH:27][CH:28]=1)[C:7]([C:8]1[C:17]2[C:12](=[CH:13][C:14]([O:20][CH:21]([CH3:23])[CH3:22])=[C:15]([O:18][CH3:19])[CH:16]=2)[C:11]([CH:24]=[O:25])=[CH:10][N:9]=1)=[O:30])[CH3:2] |f:2.3|. The reactants are C(C)OC=1C=C(CC2=NC=C(C3=CC(=C(C=C23)OC)OC(C)C)C=O)C=CC1 (1-(3-ethoxy-benzyl)-6-isopropoxy-7-methoxy-isoquinoline-4-carbaldehyde), [Se](=O)=O (selenium dioxide), C(C)(=O)OCC.CCCCCC (ethyl acetate hexane). Yields the product C(C)OC=1C=C(C(=O)C2=NC=C(C3=CC(=C(C=C23)OC)OC(C)C)C=O)C=CC1 (1-(3-ethoxy-benzoyl)-6-isopropoxy-7-methoxy-isoquinoline-4-carbaldehyde), product. Reaction conditions: temperature 120 celsius. The solvent is C(C)(=O)O (acetic acid). Isolated yield 46.0%.